This data is from the Open Reaction Database (ORD), a public repository of structured organic reaction records. The task is: describe an organic reaction: reactants, conditions, products, and yield Starting materials: N(=O)[O-].[Na+] (sodium nitrite), CN1N=CC(=C1S(N)(=O)=O)C(=O)NN (1-methyl-5-sulfamoylpyrazole-4-carbohydrazide). Run in O (water), Cl (hydrochloric acid). Run at time 15 minute. Yields the product CN1N=CC(=C1S(=O)(=O)N)C(=O)N=[N+]=[N-] (1 -Methyl-4-(azidocarbonyl)pyrazole-5-sulfonamide). Yield: 50.2%. RXN SMILES: [N:1]([O-])=O.[Na+].[CH3:5][N:6]1[C:10]([S:11](=[O:14])(=[O:13])[NH2:12])=[C:9]([C:15]([NH:17][NH2:18])=[O:16])[CH:8]=[N:7]1>O.Cl>[CH3:5][N:6]1[C:10]([S:11]([NH2:12])(=[O:13])=[O:14])=[C:9]([C:15]([N:17]=[N+:18]=[N-:1])=[O:16])[CH:8]=[N:7]1 |f:0.1|. Procedure: A solution of sodium nitrite (0.19 g) in 5 ml of water was added dropwise to a stirred solution of 1-methyl-5-sulfamoylpyrazole-4-carbohydrazide (0.55 g) in 8 ml of 1M hydrochloric acid at 0° C. The resulting mixture was stirred for 15 min and then filtered. The filter cake was washed with water and dried in vacuum to give 0.29 g (47%) of the title compound as a crystalline solid. The product was pure according to TLC (ethyl acetate) and was used immediately for the next step. Reactants: COC=1C=C(C(=C(C1)O)[N+](=O)[O-])C (5-methoxy-3-methyl-2-nitrophenol), Cl.CN(CCCl)C (2-(dimethylamino)ethyl chloride hydrochloride), C(=O)([O-])[O-].[K+].[K+] (K2CO3), [Na+].[I-] (NaI), Cl.CN(CCCl)C (2-dimethylaminoethyl chloride hydrochloride), C(=O)([O-])[O-].[K+].[K+] (K2CO3). Run in CC(CC)=O (butanone), CC(CC)=O (butanone). The product is COC=1C=C(C(=C(C1)OCCN(C)C)[N+](=O)[O-])C (2-(5-methoxy-3-methyl-2-nitrophenyloxy)-N,N-dimethylethanamine). Yield: 63.1%. Reaction SMILES: [CH3:1][O:2][C:3]1[CH:4]=[C:5]([CH3:13])[C:6]([N+:10]([O-:12])=[O:11])=[C:7]([OH:9])[CH:8]=1.Cl.[CH3:15][N:16]([CH3:20])[CH2:17][CH2:18]Cl.C([O-])([O-])=O.[K+].[K+].[Na+].[I-]>CC(=O)CC>[CH3:1][O:2][C:3]1[CH:4]=[C:5]([CH3:13])[C:6]([N+:10]([O-:12])=[O:11])=[C:7]([O:9][CH2:18][CH2:17][N:16]([CH3:20])[CH3:15])[CH:8]=1 |f:1.2,3.4.5,6.7|. Procedure: A mixture of 5-methoxy-3-methyl-2-nitrophenol [J. Atkinson et al., J. Org. Chem. 56, 1991, 1788-1800](5.00 g, 27.3 mmol), 2-(dimethylamino)ethyl chloride hydrochloride (4.33 g, 30 mmol), K2CO3 (15.1 g, 109 mmol), NaI (0.41 g, 2.7 mmol), an butanone (50 mL) was heated at reflux for 1 h then cooled to room temperature. A mi8xture of 2-dimethylaminoethyl chloride hydrochloride (4.33 g, 30 mmol), K2CO3 (7.6 g, 54.6 mmol), and butanone (15 mL) that had been shaken for 5 min was added and the mixture ... The reactants are CCI, CS(C)=O, COc1c(O)ccc(C(=O)Cc2c(Cl)cncc2Cl)c1OCCc1ccccc1, [K+], [K+], O=C([O-])[O-]. Product: CCOc1ccc(C(=O)Cc2c(Cl)cncc2Cl)c(OCCc2ccccc2)c1OC. Reaction SMILES: [CH2:36]([CH3:37])[I:38].[CH3:39][S:40]([CH3:41])=[O:42].[Cl:1][c:2]1[cH:3][n:4][cH:5][c:6]([Cl:29])[c:7]1[CH2:8][C:9](=[O:10])[c:11]1[c:12]([O:20][CH2:21][CH2:22][c:23]2[cH:24][cH:25][cH:26][cH:27][cH:28]2)[c:13]([O:18][CH3:19])[c:14]([OH:17])[cH:15][cH:16]1.[K+:30].[K+:31].[O-:32][C:33]([O-:34])=[O:35]>>[Cl:1][c:2]1[cH:3][n:4][cH:5][c:6]([Cl:29])[c:7]1[CH2:8][C:9](=[O:10])[c:11]1[c:12]([O:20][CH2:21][CH2:22][c:23]2[cH:24][cH:25][cH:26][cH:27][cH:28]2)[c:13]([O:18][CH3:19])[c:14]([O:17][CH2:36][CH3:37])[cH:15][cH:16]1.